From a dataset of the Open Reaction Database (ORD), a public repository of structured organic reaction records. describe an organic reaction: reactants, conditions, products, and yield Reported procedure: 42 mg of 6-methoxy-1-oxo-4-(3-fluorophenyl)-1,2-dihydroisoquinoline-3-carbonitrile in 3 mL POCl3 was heated from room temp to 80 C. After 2 h, the temperature was raised to 90 C, and heating was continued for 20 h. The reaction was concentrated, redissolved in EtOAc, cooled to 0 C, and saturated aqueous sodium bicarbonate was added dropwise to quench the remaining reagent. The mixture was separated, and the aqueous solution was extracted with EtOAc (3×). The combined organic solutions were dried... Starting materials: COC=1C=C2C(=C(NC(C2=CC1)=O)C#N)C1=CC(=CC=C1)F (6-methoxy-1-oxo-4-(3-fluorophenyl)-1,2-dihydroisoquinoline-3-carbonitrile), O=P(Cl)(Cl)Cl (POCl3). Yields the product ClC1=NC(=C(C2=CC(=CC=C12)OC)C1=CC(=CC=C1)F)C#N (1-chloro-4-(3-fluorophenyl)-6-methoxyisoquinoline-3-carbonitrile). Reaction conditions: time 2 hour. Reaction SMILES: [CH3:1][O:2][C:3]1[CH:4]=[C:5]2[C:10](=[CH:11][CH:12]=1)[C:9](=O)[NH:8][C:7]([C:14]#[N:15])=[C:6]2[C:16]1[CH:21]=[CH:20][CH:19]=[C:18]([F:22])[CH:17]=1.O=P(Cl)(Cl)[Cl:25]>>[Cl:25][C:9]1[C:10]2[C:5](=[CH:4][C:3]([O:2][CH3:1])=[CH:12][CH:11]=2)[C:6]([C:16]2[CH:21]=[CH:20][CH:19]=[C:18]([F:22])[CH:17]=2)=[C:7]([C:14]#[N:15])[N:8]=1. The reactants are O=C([O-])O, COc1ccc(-c2nc(CCO)nc3cc(OC)c(OC)cc23)cc1OC, [Na+], O, BrP(Br)Br, c1ccccc1. Product: COc1ccc(-c2nc(CCBr)nc3cc(OC)c(OC)cc23)cc1OC. As a reaction SMILES: [C:33](=[O:34])([OH:35])[O-:36].[CH3:5][O:6][c:7]1[cH:8][c:9](-[c:15]2[n:16][c:17]([CH2:29][CH2:30][OH:31])[n:18][c:19]3[cH:20][c:21]([O:27][CH3:28])[c:22]([O:25][CH3:26])[cH:23][c:24]23)[cH:10][cH:11][c:12]1[O:13][CH3:14].[Na+:37].[OH2:32].[P:1]([Br:2])([Br:3])[Br:4].[cH:38]1[cH:39][cH:40][cH:41][cH:42][cH:43]1>>[Br:2][CH2:30][CH2:29][c:17]1[n:16][c:15](-[c:9]2[cH:8][c:7]([O:6][CH3:5])[c:12]([O:13][CH3:14])[cH:11][cH:10]2)[c:24]2[c:19]([n:18]1)[cH:20][c:21]([O:27][CH3:28])[c:22]([O:25][CH3:26])[cH:23]2. Procedure details: The procedure of Example 1 was repeated using 2-(3-nitrophenylamino)nicotinaldehyde (1.0 eq.), ethyl 3-(pyridin-4-yl)propionate (1.1 eq.) and LDA (1.5 eq.) to obtain a product which was subjected to recrystallization from ethyl acetate-methanol to give 1-(3-nitrophenyl)-3-(pyridin-4-ylmethyl)-1,8-naphthyridin-2(1H)-one as a pale brown powder, mp 230° C./EtOAc-MeOH (decomp.). Reaction SMILES: [N+:1]([C:4]1[CH:5]=[C:6]([NH:10][C:11]2[N:18]=[CH:17][CH:16]=[CH:15][C:12]=2[CH:13]=O)[CH:7]=[CH:8][CH:9]=1)([O-:3])=[O:2].[N:19]1[CH:24]=[CH:23][C:22]([CH2:25][CH2:26][C:27](OCC)=[O:28])=[CH:21][CH:20]=1.[Li+].CC([N-]C(C)C)C>>[N+:1]([C:4]1[CH:5]=[C:6]([N:10]2[C:11]3[C:12](=[CH:15][CH:16]=[CH:17][N:18]=3)[CH:13]=[C:26]([CH2:25][C:22]3[CH:23]=[CH:24][N:19]=[CH:20][CH:21]=3)[C:27]2=[O:28])[CH:7]=[CH:8][CH:9]=1)([O-:3])=[O:2] |f:2.3|. Product: [N+](=O)([O-])C=1C=C(C=CC1)N1C(C(=CC2=CC=CN=C12)CC1=CC=NC=C1)=O (1-(3-nitrophenyl)-3-(pyridin-4-ylmethyl)-1,8-naphthyridin-2(1H)-one). The reactants are [N+](=O)([O-])C=1C=C(C=CC1)NC1=C(C=O)C=CC=N1 (2-(3-nitrophenylamino)nicotinaldehyde), N1=CC=C(C=C1)CCC(=O)OCC (ethyl 3-(pyridin-4-yl)propionate), [Li+].CC(C)[N-]C(C)C (LDA). Reactants: FC1=C2C=CNC2=CC=C1OC1=NC=NC2=CC(=C(C=C12)O)OC (4-[(4-fluoro-1H-indol-5-yl)oxy]-6-hydroxy-7-methoxyquinazoline), OCC1CCN(CC1)C(=O)OC(C)(C)C (tert-butyl 4-(hydroxymethyl)piperidine-1-carboxylate), C1(=CC=CC=C1)P(C1=CC=CC=C1)C1=CC=CC=C1 (triphenylphosphine), N(=NC(=O)OC(C)C)C(=O)OC(C)C (diisopropyl azodicarboxylate), OCC1CCN(CC1)C(=O)OC(C)(C)C (tert-butyl 4-(hydroxymethyl)piperidine-1-carboxylate), C1(=CC=CC=C1)P(C1=CC=CC=C1)C1=CC=CC=C1 (triphenylphosphine), N(=NC(=O)OC(C)C)C(=O)OC(C)C (Diisopropyl azodicarboxylate). The solvent is ClCCl (dichloromethane), ClCCl (dichloromethane). Reaction conditions: temperature 0 celsius. The product is C(C)(C)(C)OC(=O)N1CCC(CC1)COC=1C=C2C(=NC=NC2=CC1OC)OC=1C(=C2C=CNC2=CC1)F (6-[1-(tert-butoxycarbonyl)piperidin-4-yl]methoxy-4-[(4-fluoro-1H-indol-5-yl)oxy]-7-methoxyquinazoline). Yield: 76.0%. As a reaction SMILES: [F:1][C:2]1[C:10]([O:11][C:12]2[C:21]3[C:16](=[CH:17][C:18]([O:23][CH3:24])=[C:19]([OH:22])[CH:20]=3)[N:15]=[CH:14][N:13]=2)=[CH:9][CH:8]=[C:7]2[C:3]=1[CH:4]=[CH:5][NH:6]2.O[CH2:26][CH:27]1[CH2:32][CH2:31][N:30]([C:33]([O:35][C:36]([CH3:39])([CH3:38])[CH3:37])=[O:34])[CH2:29][CH2:28]1.C1(P(C2C=CC=CC=2)C2C=CC=CC=2)C=CC=CC=1.N(C(OC(C)C)=O)=NC(OC(C)C)=O>ClCCl>[C:36]([O:35][C:33]([N:30]1[CH2:31][CH2:32][CH:27]([CH2:26][O:22][C:19]2[CH:20]=[C:21]3[C:16](=[CH:17][C:18]=2[O:23][CH3:24])[N:15]=[CH:14][N:13]=[C:12]3[O:11][C:10]2[C:2]([F:1])=[C:3]3[C:7](=[CH:8][CH:9]=2)[NH:6][CH:5]=[CH:4]3)[CH2:28][CH2:29]1)=[O:34])([CH3:39])([CH3:37])[CH3:38]. Reported procedure: A mixture of 4-[(4-fluoro-1H-indol-5-yl)oxy]-6-hydroxy-7-methoxyquinazoline (250 mg, 0.77 mmol), (prepared as described for the starting material in Example 10), tert-butyl 4-(hydroxymethyl)piperidine-1-carboxylate (199 mg, 0.92 mmol), (prepared as described for the starting material in Example 11), and triphenylphosphine (242 mg, 0.92 mmol) in dichloromethane (15 ml) was stirred and cooled to 0° C. Diisopropyl azodicarboxylate (182 μl, 0.92 mmol) in dichloromethane (2 ml) was added. The mixture... Reactants: ClC=1C=C(C=CC1)C=1C=C(C(=NC1)C#N)Cl (5-(3-chlorophenyl)-3-chloro-2-cyanopyridine), C[O-].[Na+] (sodium methoxide), CO (methanol), ClC=1C=C(C=CC1)C=1C=C(C(=NC1)C#N)Cl (5-(3-chlorophenyl)-3-chloro-2-cyanopyridine), CCCCCC.C(C)(=O)OCC (hexane ethyl acetate). Run in O (water). Yields the product ClC=1C=C(C=CC1)C=1C=C(C(=NC1)C#N)OC (5-(3-chlorophenyl)-3-methoxy-2-cyanopyridine). The yield is 96.0%. Reaction SMILES: [Cl:1][C:2]1[CH:3]=[C:4]([C:8]2[CH:9]=[C:10](Cl)[C:11]([C:14]#[N:15])=[N:12][CH:13]=2)[CH:5]=[CH:6][CH:7]=1.C[O-].[Na+].CO.CCCCCC.[C:28](OCC)(=[O:30])C>O>[Cl:1][C:2]1[CH:3]=[C:4]([C:8]2[CH:9]=[C:10]([O:30][CH3:28])[C:11]([C:14]#[N:15])=[N:12][CH:13]=2)[CH:5]=[CH:6][CH:7]=1 |f:1.2,4.5|. Procedure details: To a 500 mL round bottom flask adapted for magnetic stirring and fitted with a reflux condenser and nitrogen inlet was charged with 5-(3-chlorophenyl)-3-chloro-2-cyanopyridine, 1, (10 g, 40 mmol), sodium methoxide (13.8 mL, 60 mmol) and methanol (200 mL). With stirring, the reaction solution was heated to reflux for 20 hours. The reaction was determined to be complete due to the disappearance of 5-(3-chlorophenyl)-3-chloro-2-cyanopyridine as measured by TLC analysis using hexane/ethyl acetate (6... Starting materials: Cl.CN([C@@H](C[C@](C(=O)N)(C1=NC=CC=C1)C1=CC=CC=C1)C)C ((±)-(2R*,4R*)-4-dimethylamino-2-phenyl-2-(2-pyridyl)valeramide hydrochloride), crystals, [OH-].[Na+] (sodium hydroxide). The solvent is O (water), O (water). Reaction conditions: time 30 minute. The product is CN([C@@H](C[C@](C(=O)N)(C1=NC=CC=C1)C1=CC=CC=C1)C)C ((±)-(2R*,4R*)-4-dimethylamino-2-phenyl-2-(2-pyridyl)-valeramide). Yield: 90.4%. RXN SMILES: Cl.[CH3:2][N:3]([CH3:23])[C@H:4]([CH3:22])[CH2:5][C@@:6]([C:16]1[CH:21]=[CH:20][CH:19]=[CH:18][CH:17]=1)([C:10]1[CH:15]=[CH:14][CH:13]=[CH:12][N:11]=1)[C:7]([NH2:9])=[O:8].[OH-].[Na+]>O>[CH3:23][N:3]([CH3:2])[C@H:4]([CH3:22])[CH2:5][C@@:6]([C:16]1[CH:17]=[CH:18][CH:19]=[CH:20][CH:21]=1)([C:10]1[CH:15]=[CH:14][CH:13]=[CH:12][N:11]=1)[C:7]([NH2:9])=[O:8] |f:0.1,2.3|. Procedure details: To a solution of (±)-(2R*,4R*)-4-dimethylamino-2-phenyl-2-(2-pyridyl)valeramide hydrochloride (20 g) in water (80 ml) were added seed crystals (0.02 g) and a solution of sodium hydroxide (2.47 g) in water (80 ml) was dropwise added thereto at 20-25° C. over a period of 30 minutes. The mixture was stirred at the same temperature for 1 hour. The resulting crystals were recovered by filtration, washed with water and dried to give (±)-(2R*,4R*)-4-dimethylamino-2-phenyl-2-(2-pyridyl)-valeramide (16.1... Reactants: CCO, CCOC(=O)c1ccc(NC(=O)NCC2CC2)cc1, [Na+], [OH-]. Yields the product O=C(NCC1CC1)Nc1ccc(C(=O)O)cc1. Reaction SMILES: [CH3:22][CH2:23][OH:24].[CH:1]1([CH2:4][NH:5][C:6]([NH:7][c:8]2[cH:9][cH:10][c:11]([C:12](=[O:13])[O:14][CH2:15][CH3:16])[cH:17][cH:18]2)=[O:19])[CH2:2][CH2:3]1.[Na+:21].[OH-:20]>>[CH:1]1([CH2:4][NH:5][C:6]([NH:7][c:8]2[cH:9][cH:10][c:11]([C:12](=[O:13])[OH:14])[cH:17][cH:18]2)=[O:19])[CH2:2][CH2:3]1.